Task: describe an organic reaction: reactants, conditions, products, and yield. Dataset: the Open Reaction Database (ORD), a public repository of structured organic reaction records Yields the product Cc1ccc(C(=O)N2CC(S(=O)(=O)c3ccccc3C(F)(F)F)CC2C(=O)NCC#N)cc1. Starting materials: N#CCNC(=O)C1CC(S(=O)(=O)c2ccccc2C(F)(F)F)CN1, Cc1ccc(C(=O)O)cc1, Cl. RXN SMILES: [C:2](#[N:3])[CH2:4][NH:5][C:6](=[O:7])[CH:8]1[NH:9][CH2:10][CH:11]([S:13](=[O:14])(=[O:15])[c:16]2[c:17]([C:22]([F:23])([F:24])[F:25])[cH:18][cH:19][cH:20][cH:21]2)[CH2:12]1.[CH3:26][c:27]1[cH:28][cH:29][c:30]([C:31](=[O:32])[OH:33])[cH:34][cH:35]1.[ClH:1]>>[C:2](#[N:3])[CH2:4][NH:5][C:6](=[O:7])[CH:8]1[N:9]([C:31]([c:30]2[cH:29][cH:28][c:27]([CH3:26])[cH:35][cH:34]2)=[O:32])[CH2:10][CH:11]([S:13](=[O:14])(=[O:15])[c:16]2[c:17]([C:22]([F:23])([F:24])[F:25])[cH:18][cH:19][cH:20][cH:21]2)[CH2:12]1. The reactants are CC(C)(C)OC(=O)N1CCN(c2ncnc(Cl)n2)CC1, CNC, CO. Yields the product CN(C)c1ncnc(N2CCN(C(=O)OC(C)(C)C)CC2)n1. Reaction SMILES: [C:1]([CH3:2])([CH3:3])([CH3:4])[O:5][C:6](=[O:7])[N:8]1[CH2:9][CH2:10][N:11]([c:14]2[n:15][cH:16][n:17][c:18]([Cl:20])[n:19]2)[CH2:12][CH2:13]1.[CH3:21][NH:22][CH3:23].[CH3:24][OH:25]>>[C:1]([CH3:2])([CH3:3])([CH3:4])[O:5][C:6](=[O:7])[N:8]1[CH2:9][CH2:10][N:11]([c:14]2[n:15][cH:16][n:17][c:18]([N:22]([CH3:21])[CH3:23])[n:19]2)[CH2:12][CH2:13]1. Starting materials: O=C(CC(=O)OCC)C1CCOCC1 (ethyl 3-oxo-3-(tetrahydro-2H-pyran-4-yl)propanoate), CC1=NNC(=C1CC1=C(C(=CC=C1)C(F)(F)F)C)N (3-methyl-4-{[2-methyl-3-(trifluoromethyl)phenyl]methyl}-1H-pyrazol-5-amine). Solvent: C(C)(=O)O (acetic acid), C(C)(=O)O (acetic acid). Conditions: temperature 140 celsius, time 8 hour. Yields the product CC1=NN2C(NC(=CC2=O)C2CCOCC2)=C1CC1=C(C(=CC=C1)C(F)(F)F)C (2-methyl-3-{[2-methyl-3-(trifluoromethyl)phenyl]methyl}-5-(tetrahydro-2H-pyran-4-yl)pyrazolo[1,5-a]pyrimidin-7(4H)-one). Reaction SMILES: O=[C:2]([CH:9]1[CH2:14][CH2:13][O:12][CH2:11][CH2:10]1)[CH2:3][C:4]([O:6]CC)=O.[CH3:15][C:16]1[C:20]([CH2:21][C:22]2[CH:27]=[CH:26][CH:25]=[C:24]([C:28]([F:31])([F:30])[F:29])[C:23]=2[CH3:32])=[C:19]([NH2:33])[NH:18][N:17]=1>C(O)(=O)C>[CH3:15][C:16]1[C:20]([CH2:21][C:22]2[CH:27]=[CH:26][CH:25]=[C:24]([C:28]([F:30])([F:29])[F:31])[C:23]=2[CH3:32])=[C:19]2[NH:33][C:2]([CH:9]3[CH2:10][CH2:11][O:12][CH2:13][CH2:14]3)=[CH:3][C:4](=[O:6])[N:18]2[N:17]=1. Reported procedure: To a suspension of ethyl 3-oxo-3-(tetrahydro-2H-pyran-4-yl)propanoate (0.78 mg, 3.90 mmol) in acetic acid was added 3-methyl-4-{[2-methyl-3-(trifluoromethyl)phenyl]methyl}-1H-pyrazol-5-amine (1.0 g, 3.71 mmol) in microwave reaction vessel. It was sealed and heated with microwave reactor at 140° C. for 40 minutes. The reaction mixture was cooled, diluted with acetic acid (5 mL) and stood for overnight. Precipitate was observed, filtered. Solid was washed with acetic acid (2 mL) and cooled methano... The reactants are C(=O)[C@H]1CN(C[C@@H]1C1=CC=CC=C1)[C@@H](C(=O)OCC1=CC=CC=C1)CC1CCC1 (2-(R)-(3-(R)-Formyl-4-(S)-(phenyl)pyrrolidin-1-yl)-3-(cyclobutyl)propanoic acid, benzyl ester), FC=1C=C(C=CC1F)CCCC1CCNCC1 (4-(3-(3,4-difluorophenyl)propyl)piperidine), Cl (HCl). Procedure: The title compound was prepared from 26 mg (0.06 mmol) of 2-(R)-(3-(R)-formyl-4-(S)-phenylpyrrolidin-1-yl)-3-(cyclobutyl)propanoic acid, benzyl ester (from EXAMPLE 25, Step B) and 17.5 mg (0.06 mmol) of 4-(3-(3,4-difluorophenyl)propyl)piperidine.HCl (from EXAMPLE 119, Step C) using a procedure analogous to that described in EXAMPLE 1, Step J to provide 18.6 mg (47%) of the title compound: RF: 0.33 (1:1 v/v hexanes/EtOAc); 1H NMR (500 MHz) δ 1.15-3.29 (m, 33H), 5.17 (ABq, 2H), 6.8-7.4 (m, 13H). Product: FC=1C=C(C=CC1F)CCCC1CCN(CC1)C[C@H]1CN(C[C@@H]1C1=CC=CC=C1)[C@@H](C(=O)OCC1=CC=CC=C1)CC1CCC1 (2-(R)-(3-(S)-((4-(3-(3,4-Difluorophenyl)propyl)piperidin-1-yl)methyl)-4-(S)-phenylpyrrolidin-1-yl)-3-(cyclobutyl) propanoic acid, benzyl ester). Reaction SMILES: [CH:1]([C@@H:3]1[C@@H:7]([C:8]2[CH:13]=[CH:12][CH:11]=[CH:10][CH:9]=2)[CH2:6][N:5]([C@H:14]([CH2:25][CH:26]2[CH2:29][CH2:28][CH2:27]2)[C:15]([O:17][CH2:18][C:19]2[CH:24]=[CH:23][CH:22]=[CH:21][CH:20]=2)=[O:16])[CH2:4]1)=O.[F:30][C:31]1[CH:32]=[C:33]([CH2:38][CH2:39][CH2:40][CH:41]2[CH2:46][CH2:45][NH:44][CH2:43][CH2:42]2)[CH:34]=[CH:35][C:36]=1[F:37].Cl>>[F:30][C:31]1[CH:32]=[C:33]([CH2:38][CH2:39][CH2:40][CH:41]2[CH2:46][CH2:45][N:44]([CH2:1][C@@H:3]3[C@@H:7]([C:8]4[CH:13]=[CH:12][CH:11]=[CH:10][CH:9]=4)[CH2:6][N:5]([C@H:14]([CH2:25][CH:26]4[CH2:27][CH2:28][CH2:29]4)[C:15]([O:17][CH2:18][C:19]4[CH:24]=[CH:23][CH:22]=[CH:21][CH:20]=4)=[O:16])[CH2:4]3)[CH2:43][CH2:42]2)[CH:34]=[CH:35][C:36]=1[F:37]. Yield: 50.4%. The reactants are C1(CCCCC1)C=1C(=NC=CC1)C (3-cyclohexyl-2-methylpyridine), C1=CC(=CC(=C1)Cl)C(=O)OO (MCPBA). The solvent is C(Cl)Cl (CH2Cl2). Yields the product C1(CCCCC1)C=1C(=[N+](C=CC1)[O-])C (3-cyclohexyl-2-methylpyridine N-oxide). Yield: 112.4%. Reaction SMILES: [CH:1]1([C:7]2[C:8]([CH3:13])=[N:9][CH:10]=[CH:11][CH:12]=2)[CH2:6][CH2:5][CH2:4][CH2:3][CH2:2]1.C1C=C(Cl)C=C(C(OO)=[O:22])C=1>C(Cl)Cl>[CH:1]1([C:7]2[C:8]([CH3:13])=[N+:9]([O-:22])[CH:10]=[CH:11][CH:12]=2)[CH2:2][CH2:3][CH2:4][CH2:5][CH2:6]1. Procedure: A solution of 3-cyclohexyl-2-methylpyridine (170 mg, 1.0 mmol), in CH2Cl2 (5 mL) was treated with MCPBA (0.33 g, 1.9 mmol) for 18 hours. The solution was then washed with saturated NaHCO3 solution (5 mL), the phases separated, and the aqueous extracted with CH2Cl2 (2×10 mL). The combined organic phases were then dried (Na2SO4), filtered, and concentrated to afford crude 3-cyclohexyl-2-methylpyridine N-oxide as a white solid (0.215 g) which was used immediately in the next reaction. The reactants are CO, CC(C)n1c(C(=O)N(C)C)c2c(c(O)c1=O)C(=O)N(Cc1ccc(F)c(Cl)c1)CC2, [H][H]. Product: CC(C)n1c(C(=O)N(C)C)c2c(c(O)c1=O)C(=O)N(Cc1ccc(F)cc1)CC2. Reaction SMILES: [CH3:33][OH:34].[Cl:1][c:2]1[cH:3][c:4]([CH2:5][N:6]2[C:7](=[O:26])[c:8]3[c:9]([OH:25])[c:10](=[O:24])[n:11]([CH:21]([CH3:22])[CH3:23])[c:12]([C:16](=[O:17])[N:18]([CH3:19])[CH3:20])[c:13]3[CH2:14][CH2:15]2)[cH:27][cH:28][c:29]1[F:30].[H:31][H:32]>>[cH:2]1[cH:3][c:4]([CH2:5][N:6]2[C:7](=[O:26])[c:8]3[c:9]([OH:25])[c:10](=[O:24])[n:11]([CH:21]([CH3:22])[CH3:23])[c:12]([C:16](=[O:17])[N:18]([CH3:19])[CH3:20])[c:13]3[CH2:14][CH2:15]2)[cH:27][cH:28][c:29]1[F:30]. Reactants: CN=C=O, CC(=O)SC1CC(CO)N(C(=O)OCc2ccc([N+](=O)[O-])cc2)C1, C1CCOC1. Product: CNC(=O)OCC1CC(SC(C)=O)CN1C(=O)OCc1ccc([N+](=O)[O-])cc1. As a reaction SMILES: [CH3:25][N:26]=[C:27]=[O:28].[N+:1](=[O:2])([O-:3])[c:4]1[cH:5][cH:6][c:7]([CH2:8][O:9][C:10](=[O:11])[N:12]2[CH:13]([CH2:21][OH:22])[CH2:14][CH:15]([S:17][C:18]([CH3:19])=[O:20])[CH2:16]2)[cH:23][cH:24]1.[O:29]1[CH2:30][CH2:31][CH2:32][CH2:33]1>>[N+:1](=[O:2])([O-:3])[c:4]1[cH:5][cH:6][c:7]([CH2:8][O:9][C:10](=[O:11])[N:12]2[CH:13]([CH2:21][O:22][C:27]([NH:26][CH3:25])=[O:28])[CH2:14][CH:15]([S:17][C:18]([CH3:19])=[O:20])[CH2:16]2)[cH:23][cH:24]1. The reactants are O=C1Cc2cc(F)cc(Br)c2N1, C1CCNCC1, CCO, Cc1c(C=O)[nH]c2c1C(=O)N(CC(O)CN1CCOCC1)CC2. Product: Cc1c(C=C2C(=O)Nc3c(Br)cc(F)cc32)[nH]c2c1C(=O)N(CC(O)CN1CCOCC1)CC2. As a reaction SMILES: [Br:24][c:25]1[cH:26][c:27]([F:35])[cH:28][c:29]2[c:33]1[NH:32][C:31](=[O:34])[CH2:30]2.[CH2:36]1[CH2:37][CH2:38][NH:39][CH2:40][CH2:41]1.[CH3:42][CH2:43][OH:44].[OH:1][CH:2]([CH2:3][N:4]1[C:5](=[O:16])[c:6]2[c:7]([nH:10][c:11]([CH:14]=[O:15])[c:12]2[CH3:13])[CH2:8][CH2:9]1)[CH2:17][N:18]1[CH2:19][CH2:20][O:21][CH2:22][CH2:23]1>>[OH:1][CH:2]([CH2:3][N:4]1[C:5](=[O:16])[c:6]2[c:7]([nH:10][c:11]([CH:14]=[C:30]3[c:29]4[cH:28][c:27]([F:35])[cH:26][c:25]([Br:24])[c:33]4[NH:32][C:31]3=[O:34])[c:12]2[CH3:13])[CH2:8][CH2:9]1)[CH2:17][N:18]1[CH2:19][CH2:20][O:21][CH2:22][CH2:23]1. Reactants: ClC=1C=C2N(C(N1)=O)C[C@@H](N2)C ((S)-7-chloro-2-methyl-2,3-dihydroimidazo[1,2-c]pyrimidin-5(1H)-one), IC(C)C (2-iodopropane), C(=O)([O-])[O-].[Cs+].[Cs+] (Cs2CO3). Solvent: C(C)#N (acetonitrile). Reaction conditions: temperature 90 celsius, time 1 hour. Yields the product ClC=1C=C2N(C(N1)=O)C[C@@H](N2C(C)C)C ((S)-7-chloro-1-isopropyl-2-methyl-2,3-dihydroimidazo[1,2-c]pyrimidin-5(1H)-one). As a reaction SMILES: [Cl:1][C:2]1[CH:3]=[C:4]2[NH:11][C@@H:10]([CH3:12])[CH2:9][N:5]2[C:6](=[O:8])[N:7]=1.I[CH:14]([CH3:16])[CH3:15].C([O-])([O-])=O.[Cs+].[Cs+]>C(#N)C>[Cl:1][C:2]1[CH:3]=[C:4]2[N:11]([CH:14]([CH3:16])[CH3:15])[C@@H:10]([CH3:12])[CH2:9][N:5]2[C:6](=[O:8])[N:7]=1 |f:2.3.4|. Procedure: To a mixture of (S)-7-chloro-2-methyl-2,3-dihydroimidazo[1,2-c]pyrimidin-5(1H)-one (50 mg, 0.27 mmol) and 2-iodopropane (68.7 mg, 0.404 mmol) in acetonitrile (1 mL) was added Cs2CO3 (176 mg, 0.539 mmol). The reaction mixture was stirred at 90° C. for 1 h, then cooled to room temperature, filtered and concentrated to give the residue as a brown solid. The crude was used into next step without purification. Starting materials: FC=1C=CC=C2C(=CN(C12)C)CNC (7-fluoro-1-methyl-3-(methylaminomethyl)-1H-indole), Cl.O=C1CCC=2C=C(C=NC2N1)/C=C/C(=O)O ((E)-3-(7-oxo-5,6,7,8-tetrahydro-1,8-naphthyridin-3-yl)acrylic acid hydrochloride salt), CNCC1=C2N(C=3C=CC=CC13)CCC2 (2,3-dihydro-8-(methylaminomethyl)-1H-3a-azacyclopenta[a]indene), NC1=CC=C(C=N1)/C=C/C(=O)O ((E)-3-(6-amino-pyridin-3-yl)acrylic acid). The product is NC1=CC=C(C=N1)/C=C/C(=O)N(C)CC1=CN(C2=C(C=CC=C12)F)C ((E)-3-(6-aminopyridin-3-yl)-N-(7-fluoro-1-methyl-1H-indol-3-ylmethyl)-N-methylacrylamide). Yield: 28.4%. As a reaction SMILES: [F:1][C:2]1[CH:3]=[CH:4][CH:5]=[C:6]2[C:10]=1[N:9]([CH3:11])[CH:8]=[C:7]2[CH2:12][NH:13][CH3:14].CNCC1C2C=CC=CC=2N2CCCC=12.[NH2:30][C:31]1[N:36]=[CH:35][C:34](/[CH:37]=[CH:38]/[C:39]([OH:41])=O)=[CH:33][CH:32]=1.Cl.O=C1NC2N=CC(/C=C/C(O)=O)=CC=2CC1>>[NH2:30][C:31]1[N:36]=[CH:35][C:34](/[CH:37]=[CH:38]/[C:39]([N:13]([CH2:12][C:7]2[C:6]3[C:10](=[C:2]([F:1])[CH:3]=[CH:4][CH:5]=3)[N:9]([CH3:11])[CH:8]=2)[CH3:14])=[O:41])=[CH:33][CH:32]=1 |f:3.4|. Reported procedure: According to the procedure of Example 24, except substituting 7-fluoro-1-methyl-3-(methylaminomethyl)-1H-indole (0.2 g, 1.04 mmole) for the 2,3-dihydro-8-(methylaminomethyl)-1H-3a-azacyclopenta[a]indene, and substituting (E)-3-(6-amino-pyridin-3-yl)acrylic acid (0.17 g, 1.04 mmole) for the (E)-3-(7-oxo-5,6,7,8-tetrahydro-1,8-naphthyridin-3-yl)acrylic acid hydrochloride salt, the title compound (0.1 g, 27%) was prepared as an off-white powder: MS (ES) m/e 339 (M+H)+.